Dataset: the Open Reaction Database (ORD), a public repository of structured organic reaction records. Task: describe an organic reaction: reactants, conditions, products, and yield Starting materials: N1=CC=C(C=C1)CCNC(C=CC1=CC=C(C=C1)N(S(=O)(=O)C1=C(C=C(C=C1C)C)C)CC1=CC(=CC=C1)OC1OCCCC1)=O (N-(2-pyridin-4-yl-ethyl)-3-{4-[[3-(tetrahydro-pyran-2-yloxy)-benzyl]-(2,4,6-trimethyl-benzenesulfonyl)-amino]-phenyl}-acrylamide), Cl (HCl), solution, C([O-])(O)=O.[Na+] (sodium bicarbonate). Solvent: CO (methanol), O1CCCC1 (tetrahydrofuran), O1CCOCC1 (1,4-dioxane). Run at time 24 hour. Product: OC=1C=C(CN(C2=CC=C(C=C2)C=CC(=O)NCCC2=CC=NC=C2)S(=O)(=O)C2=C(C=C(C=C2C)C)C)C=CC1 (3-{4-[(3-hydroxy-benzyl)-(2,4,6-trimethyl-benzenesulfonyl)-amino]-phenyl}-N-(2-pyridin-4-yl-ethyl)-acrylamide). Yield: 36.0%. RXN SMILES: [N:1]1[CH:6]=[CH:5][C:4]([CH2:7][CH2:8][NH:9][C:10](=[O:46])[CH:11]=[CH:12][C:13]2[CH:18]=[CH:17][C:16]([N:19]([CH2:32][C:33]3[CH:38]=[CH:37][CH:36]=[C:35]([O:39]C4CCCCO4)[CH:34]=3)[S:20]([C:23]3[C:28]([CH3:29])=[CH:27][C:26]([CH3:30])=[CH:25][C:24]=3[CH3:31])(=[O:22])=[O:21])=[CH:15][CH:14]=2)=[CH:3][CH:2]=1.Cl.C(=O)(O)[O-].[Na+]>CO.O1CCCC1.O1CCOCC1>[OH:39][C:35]1[CH:34]=[C:33]([CH:38]=[CH:37][CH:36]=1)[CH2:32][N:19]([S:20]([C:23]1[C:28]([CH3:29])=[CH:27][C:26]([CH3:30])=[CH:25][C:24]=1[CH3:31])(=[O:22])=[O:21])[C:16]1[CH:15]=[CH:14][C:13]([CH:12]=[CH:11][C:10]([NH:9][CH2:8][CH2:7][C:4]2[CH:5]=[CH:6][N:1]=[CH:2][CH:3]=2)=[O:46])=[CH:18][CH:17]=1 |f:2.3|. Procedure details: To a solution of N-(2-pyridin-4-yl-ethyl)-3-{4-[[3-(tetrahydro-pyran-2-yloxy)-benzyl]-(2,4,6-trimethyl-benzenesulfonyl)-amino]-phenyl}-acrylamide (0.059 g, 0.09 mmol) in 0.4 mL methanol and 0.1 mL tetrahydrofuran was added HCl (0.5 mL of a 4.0 M solution in 1,4-dioxane, 2 mmol). The reaction mixture was stirred at room temperature for 24 hr. Saturated aqueous sodium bicarbonate was added and the aqueous solution was washed with methylene chloride. The organic layer was dried (magnesium sulfate) ... Reactants: [N+](=O)([O-])C1=C(N)C=CC=C1 (2-Nitroaniline), Cl (hydrochloric acid). Solvent: C(C)(=O)O (acetic acid). Product: Cl.[N+](=O)([O-])C1=C(N)C=CC=C1 (2-nitroaniline hydrochloride). As a reaction SMILES: [N+:1]([C:4]1[CH:10]=[CH:9][CH:8]=[CH:7][C:5]=1[NH2:6])([O-:3])=[O:2].[ClH:11]>C(O)(=O)C>[ClH:11].[N+:1]([C:4]1[CH:10]=[CH:9][CH:8]=[CH:7][C:5]=1[NH2:6])([O-:3])=[O:2] |f:3.4|. Procedure details: 2-Nitroaniline (13.8 g, 0.1 mole) was dissolved in glacial acetic acid (70 mL) by heating on a hot plate. It was cooled to room temperature. Conc. hydrochloric acid (28 mL, 36% solution) was added to form a slurry of 2-nitroaniline hydrochloride. This was done separately in a 500-mL Erlenmeyer flask. It was set for a magnetic stirring in an ice-salt-dry ice bath (-10° C.). Then a solution of sodium nitrite (6.9 g, 0.1 mole) in 20 mL dist. water was added dropwise over 15 min. to the stirring slu...